This data is from the Open Reaction Database (ORD), a public repository of structured organic reaction records. The task is: describe an organic reaction: reactants, conditions, products, and yield Reactants: C1CCOC1, CNC, ClCCl, COC(=O)CS(=O)(=O)Cl. Yields the product COC(=O)CS(=O)(=O)N(C)C. As a reaction SMILES: [CH2:4]1[O:5][CH2:6][CH2:7][CH2:8]1.[CH3:1][NH:2][CH3:3].[Cl:18][CH2:19][Cl:20].[Cl:9][S:10](=[O:11])(=[O:12])[CH2:13][C:14](=[O:15])[O:16][CH3:17]>>[CH3:1][N:2]([CH3:3])[S:10](=[O:11])(=[O:12])[CH2:13][C:14](=[O:15])[O:16][CH3:17]. Reactants: FC1=C(C=CC(=C1)F)C=1N2C=CC(C(=C2C=CC1COC)C1=C(C=CC=C1F)F)=O (6-(2,4-difluorophenyl)-1-(2,6-difluorophenyl)-7-(methoxymethyl)-2H-quinolizin-2-one), CC(=O)OI1(C=2C=CC=CC2C(=O)O1)(OC(=O)C)OC(=O)C (Dess-Martin periodinane). Reported procedure: To a solution of 6-(2,4-difluorophenyl)-1-(2,6-difluorophenyl)-7-(hydroxymethyl)-2H-quinolizin-2-one (Example 52, 21 mg) was added Dess-Martin periodinane (30 mg) at room temperature and stirred for 12 h. The mixture was concentrated and purified by silica gel (methylene chloride/methanol=20/1) to give the title compound (8 mg). Reaction conditions: time 12 hour. Yield: 39.6%. Product: FC1=C(C=CC(=C1)F)C=1N2C=CC(C(=C2C=CC1C=O)C1=C(C=CC=C1F)F)=O (6-(2,4-difluorophenyl)-1-(2,6-difluorophenyl)-2-oxo-2H-quinolizine-7-carbaldehyde). Reaction SMILES: [F:1][C:2]1[CH:7]=[C:6]([F:8])[CH:5]=[CH:4][C:3]=1[C:9]1[N:10]2[C:15]([CH:16]=[CH:17][C:18]=1[CH2:19][O:20]C)=[C:14]([C:22]1[C:27]([F:28])=[CH:26][CH:25]=[CH:24][C:23]=1[F:29])[C:13](=[O:30])[CH:12]=[CH:11]2.CC(OI1(OC(C)=O)(OC(C)=O)OC(=O)C2C=CC=CC1=2)=O>>[F:1][C:2]1[CH:7]=[C:6]([F:8])[CH:5]=[CH:4][C:3]=1[C:9]1[N:10]2[C:15]([CH:16]=[CH:17][C:18]=1[CH:19]=[O:20])=[C:14]([C:22]1[C:23]([F:29])=[CH:24][CH:25]=[CH:26][C:27]=1[F:28])[C:13](=[O:30])[CH:12]=[CH:11]2. The reactants are BrCCCCCCBr, [Na+], [OH-], O, OCCSCCc1ccccn1. Product: BrCCCCCCOCCSCCc1ccccn1. RXN SMILES: [Br:13][CH2:14][CH2:15][CH2:16][CH2:17][CH2:18][CH2:19][Br:20].[Na+:22].[OH-:21].[OH2:23].[n:1]1[c:2]([CH2:7][CH2:8][S:9][CH2:10][CH2:11][OH:12])[cH:3][cH:4][cH:5][cH:6]1>>[n:1]1[c:2]([CH2:7][CH2:8][S:9][CH2:10][CH2:11][O:12][CH2:19][CH2:18][CH2:17][CH2:16][CH2:15][CH2:14][Br:13])[cH:3][cH:4][cH:5][cH:6]1. Reactants: ClCC(=O)NC1=C(C=CC=C1)NC1=CC=CC=C1 (2-chloro-N-[2-(phenylamino)phenyl]acetamide), C(C)(=O)NC1=CC=NC=C1 (4-acetylaminopyridine). Solvent: C(Cl)(Cl)Cl (chloroform). Run at time 8 hour. Product: [Cl-].C(C)(=O)NC1=CC=[N+](C=C1)CC(NC1=C(C=CC=C1)NC1=CC=CC=C1)=O (4-acetylamino-1-[2-oxo-2-[[2-(phenylamino)phenyl]amino]ethyl]pyridinium chloride). As a reaction SMILES: [Cl:1][CH2:2][C:3]([NH:5][C:6]1[CH:11]=[CH:10][CH:9]=[CH:8][C:7]=1[NH:12][C:13]1[CH:18]=[CH:17][CH:16]=[CH:15][CH:14]=1)=[O:4].[C:19]([NH:22][C:23]1[CH:28]=[CH:27][N:26]=[CH:25][CH:24]=1)(=[O:21])[CH3:20]>C(Cl)(Cl)Cl>[Cl-:1].[C:19]([NH:22][C:23]1[CH:28]=[CH:27][N+:26]([CH2:2][C:3](=[O:4])[NH:5][C:6]2[CH:11]=[CH:10][CH:9]=[CH:8][C:7]=2[NH:12][C:13]2[CH:18]=[CH:17][CH:16]=[CH:15][CH:14]=2)=[CH:25][CH:24]=1)(=[O:21])[CH3:20] |f:3.4|. Procedure: Dissolved in 30 ml of chloroform are 6.2 g of 2-chloro-N-[2-(phenylamino)phenyl]acetamide and 5.0 g of 4-acetylaminopyridine, and the solution is left on standing overnight. After completion of the reaction, the reaction mixture is held at 5° C. to 10° C., and left on standing at the same temperature for 5 hours. The precipitates, which separate out, are recovered by filtration and recrystallized from ethanol to give the desired compound of 4-acetylamino-1-[2-oxo-2-[[2-(phenylamino)phenyl]amino]... Starting materials: NC1C=2N(C3=C(C(=N1)C1=CC=CC=C1)C=CC=C3)CCN2 (4(R,S)-amino-2,4-dihydro-6-phenyl-1H-imidazo-[1,2-a]-[1,4]-benzodiazepine), Cl.C(C)N=C=NCCCN(C)C (1-ethyl-3-(3-dimethylaminopropyl)carbodimide hydrochloride), C(=O)(OC(C)(C)C)N[C@@H](CC1=CC=CC=C1)C(=O)O (Boc-L-phenyl-alanine), ON1N=NC2=C1C=CC=C2 (1-hydroxybenzotriazole). Solvent: CN(C)C=O (DMF), C(C)N(CC)CC (triethylamine). Run at time 0.5 hour. Yields the product C(C)(C)(C)OC(=O)N[C@H](C(=O)NC1C=2N(C3=C(C(=N1)C1=CC=CC=C1)C=CC=C3)CCN2)CC2=CC=CC=C2 (4(R,S)-(2(S)-tert-butoxycarbonylamino-3-phenylpropanoylamino)-2,4-dihydro-6-phenyl-1H-imidazo[1,2-a]-[1,4]-benzodiazepine). RXN SMILES: [NH2:1][CH:2]1[N:8]=[C:7]([C:9]2[CH:14]=[CH:13][CH:12]=[CH:11][CH:10]=2)[C:6]2[CH:15]=[CH:16][CH:17]=[CH:18][C:5]=2[N:4]2[CH2:19][CH2:20][N:21]=[C:3]12.[C:22]([NH:29][C@H:30]([C:38](O)=[O:39])[CH2:31][C:32]1[CH:37]=[CH:36][CH:35]=[CH:34][CH:33]=1)([O:24][C:25]([CH3:28])([CH3:27])[CH3:26])=[O:23].ON1C2C=CC=CC=2N=N1.Cl.C(N=C=NCCCN(C)C)C>CN(C=O)C.C(N(CC)CC)C>[C:25]([O:24][C:22]([NH:29][C@@H:30]([CH2:31][C:32]1[CH:33]=[CH:34][CH:35]=[CH:36][CH:37]=1)[C:38]([NH:1][CH:2]1[N:8]=[C:7]([C:9]2[CH:14]=[CH:13][CH:12]=[CH:11][CH:10]=2)[C:6]2[CH:15]=[CH:16][CH:17]=[CH:18][C:5]=2[N:4]2[CH2:19][CH2:20][N:21]=[C:3]12)=[O:39])=[O:23])([CH3:28])([CH3:26])[CH3:27] |f:3.4|. Reported procedure: Crude 4(R,S)-amino-2,4-dihydro-6-phenyl-1H-imidazo-[1,2-a]-[1,4]-benzodiazepine (1.37 g), Boc-L-phenyl-alanine (1.37 g, 5.17 mmole), 1-hydroxybenzotriazole (0.07 g, 5.17 mmole), and 1-ethyl-3-(3-dimethylaminopropyl)carbodimide hydrochloride (0.99 g, 5.17 mmole) are combined in DMF (30 mL) and stirred at room temperature. The pH of the reaction mixture is adjusted to 8.5 with triethylamine, and after 1/2 hour, the DMF is removed in vacuo, and the residue partitioned between ethyl acetate and 10% ...